Dataset: the Open Reaction Database (ORD), a public repository of structured organic reaction records. Task: describe an organic reaction: reactants, conditions, products, and yield Reactants: C1(=CC=CC=C1)P(C1=CC=CC=C1)C1=CC=CC=C1 (triphenylphospine), CS(=O)(=O)OC[C@H](COC)NC(=O)OCC1=CC=CC=C1 ((2S)-2-{[(benzyloxy)carbonyl]amino}-3-methoxypropyl methanesulfonate), [N-]=[N+]=[N-].[Na+] (sodium azide). Reagents/catalysts: [I-].C(CCC)[N+](CCCC)(CCCC)CCCC (tetrabutylammonium iodide). Solvent: C([O-])(O)=O.[Na+] (sodium bicarbonate), O (water), CN(C)C=O (DMF). Run at temperature 80 celsius, time 3 hour. The product is NC[C@H](COC)NC(OCC1=CC=CC=C1)=O (benzyl [(2R)-1-amino-3-methoxypropan-2-yl]carbamate). RXN SMILES: CS(O[CH2:6][C@@H:7]([NH:11][C:12]([O:14][CH2:15][C:16]1[CH:21]=[CH:20][CH:19]=[CH:18][CH:17]=1)=[O:13])[CH2:8][O:9][CH3:10])(=O)=O.[N-:22]=[N+]=[N-].[Na+].C1(P(C2C=CC=CC=2)C2C=CC=CC=2)C=CC=CC=1>CN(C=O)C.[I-].C([N+](CCCC)(CCCC)CCCC)CCC.C(=O)(O)[O-].[Na+].O>[NH2:22][CH2:6][C@@H:7]([NH:11][C:12](=[O:13])[O:14][CH2:15][C:16]1[CH:21]=[CH:20][CH:19]=[CH:18][CH:17]=1)[CH2:8][O:9][CH3:10] |f:1.2,5.6,7.8|. Procedure: To a solution of (2S)-2-{[(benzyloxy)carbonyl]amino}-3-methoxypropyl methanesulfonate (37.6 g, 0.118 mol) in DMF (400 mL) was added sodium azide (23.2 g, 0.178 mol) and tetrabutylammonium iodide (0.526 g, 1.42 mmol), and then the reaction mixture was heated to 80° C. After 3 hours, the reaction mixture was cooled to ambient temperature, diluted with saturated aqueous sodium bicarbonate, and extracted with ethyl acetate. The organic layer was dried over sodium sulfate and concentrated under reduc... The reactants are FC1(CCN(CC1)C(=O)C=1NC2=CC=C(C=C2C1)OC1CCN(CC1)C(C)C)F ((4,4-Difluoro-piperidin-1-yl)-[5-(1-isopropyl-piperidin-4-yloxy)-1H-indol-2-yl]-methanone), FC1(CCN(CC1)C(=O)C=1NC2=CC=C(C=C2C1)OC1CCN(CC1)C(C)C)F ((4,4-Difluoro-piperidin-1-yl)-[5-(1-isopropyl-piperidin-4-yloxy)-1H-indol-2-yl]-methanone), BrC=1C=NC=NC1 (5-bromopyrimidine), N[C@H]1[C@@H](CCCC1)N (trans-1,2-diaminocyclohexane), [O-]P(=O)([O-])[O-].[K+].[K+].[K+] (potassium phosphate tribasic), C([O-])([O-])=O.[K+].[K+] (Potassium carbonate). The reagents and catalysts are [Cu]I (copper(I) iodide). The solvent is O1CCOCC1 (dioxan). Yields the product FC1(CCN(CC1)C(=O)C=1N(C2=CC=C(C=C2C1)OC1CCN(CC1)C(C)C)C=1C=NC=NC1)F ((4,4-Difluoro-piperidin-1-yl)-[5-(1-isopropyl-piperidin-4-yloxy)-1-pyrimidin-5-yl-1H-indol-2-yl]-methanone). As a reaction SMILES: [F:1][C:2]1([F:29])[CH2:7][CH2:6][N:5]([C:8]([C:10]2[NH:11][C:12]3[C:17]([CH:18]=2)=[CH:16][C:15]([O:19][CH:20]2[CH2:25][CH2:24][N:23]([CH:26]([CH3:28])[CH3:27])[CH2:22][CH2:21]2)=[CH:14][CH:13]=3)=[O:9])[CH2:4][CH2:3]1.Br[C:31]1[CH:32]=[N:33][CH:34]=[N:35][CH:36]=1.N[C@@H]1CCCC[C@H]1N.[O-]P([O-])([O-])=O.[K+].[K+].[K+].C(=O)([O-])[O-].[K+].[K+]>O1CCOCC1.[Cu]I>[F:29][C:2]1([F:1])[CH2:7][CH2:6][N:5]([C:8]([C:10]2[N:11]([C:31]3[CH:32]=[N:33][CH:34]=[N:35][CH:36]=3)[C:12]3[C:17]([CH:18]=2)=[CH:16][C:15]([O:19][CH:20]2[CH2:25][CH2:24][N:23]([CH:26]([CH3:27])[CH3:28])[CH2:22][CH2:21]2)=[CH:14][CH:13]=3)=[O:9])[CH2:4][CH2:3]1 |f:3.4.5.6,7.8.9|. Reported procedure: A mixture of (4,4-difluoro-piperidin-1-yl)-[5-(1-isopropyl-piperidin-4-yloxy)-1H-indol-2-yl]-methanone (intermediate 1, 100 mg, 1.0 eq.), 5-bromopyrimidine (44 mg, 1.1 eq.), trans-1,2-diaminocyclohexane (18 mg, 0.65 eq.), copper(I) iodide (6 mg, 0.12 eq.) and potassium phosphate tribasic (110 mg, 2.1 eq.) in dioxan (2.0 mL) was stirred under reflux for 3 d. Potassium carbonate (72 mg, 2.1 eq.) was added and the mixture was refluxed for 1 d, evaporated to dryness and purified on silica gel, eluti... The product is C(=O)(O)C=1N=C2N(C3=CC=C(C=C3NC2=O)C(F)(F)F)C1CN1C=NC(=C1Cl)Cl (2-Carboxy-1-(4,5-dichloro-1-imidazolyl)methyl-7-trifluoromethylimidazo[1,2-a]quinoxalin-4(5H)-one). Solvent: Br (hydrobromic acid). As a reaction SMILES: [Cl:1][C:2]1[N:3]=[CH:4][N:5]([CH2:8][C:9]2[N:13]3[C:14]4[C:19]([NH:20][C:21](=[O:22])[C:12]3=[N:11][C:10]=2[C:27]([O:29]CC)=[O:28])=[CH:18][C:17]([C:23]([F:26])([F:25])[F:24])=[CH:16][CH:15]=4)[C:6]=1[Cl:7]>Br>[C:27]([C:10]1[N:11]=[C:12]2[C:21](=[O:22])[NH:20][C:19]3[C:14](=[CH:15][CH:16]=[C:17]([C:23]([F:25])([F:26])[F:24])[CH:18]=3)[N:13]2[C:9]=1[CH2:8][N:5]1[C:6]([Cl:7])=[C:2]([Cl:1])[N:3]=[CH:4]1)([OH:29])=[O:28]. Reactants: ClC=1N=CN(C1Cl)CC1=C(N=C2N1C1=CC=C(C=C1NC2=O)C(F)(F)F)C(=O)OCC (1-(4,5-Dichloro-1-imidazolyl)methyl-2-ethoxycarbonyl-7-trifluoromethylimidazo[1,2-a]quinoxalin-4(5H)-one). Reported procedure: A suspendion of 1-(4,5-dichloro-1-imidazolyl)methyl-2-ethoxycarbonyl-7trifluoromethylimidazo[1,2-a]quinoxalin-4(5H)-one (Example 9) (120 mg, 0.25 mmol) in hydrobromic acid (48% in water) (10 ml) was stirred at 80° C. for 6 h. The mixture was concentrated in vacuo and the residue added acetone. The title compound was isolated by filtration to yield 80 mg (61%) as a hydrobromic salt. M.p. 213°-215° C.